This data is from the Open Reaction Database (ORD), a public repository of structured organic reaction records. The task is: describe an organic reaction: reactants, conditions, products, and yield The reactants are CCOC(Cc1ccc(OCCn2c(=O)sc3cc(C(=O)c4ccccc4)ccc32)cc1)C(=O)OC, CON, CO, Cl, c1ccncc1. Product: CCOC(Cc1ccc(OCCn2c(=O)sc3cc(C(=NOC)c4ccccc4)ccc32)cc1)C(=O)OC. RXN SMILES: [C:1]([c:2]1[cH:3][cH:4][cH:5][cH:6][cH:7]1)(=[O:8])[c:9]1[cH:10][c:11]2[c:12]([n:13]([CH2:17][CH2:18][O:19][c:20]3[cH:21][cH:22][c:23]([CH2:26][CH:27]([C:28](=[O:29])[O:30][CH3:31])[O:32][CH2:33][CH3:34])[cH:24][cH:25]3)[c:14](=[O:16])[s:15]2)[cH:35][cH:36]1.[CH3:38][O:39][NH2:40].[CH3:47][OH:48].[ClH:37].[cH:41]1[cH:42][cH:43][n:44][cH:45][cH:46]1>>[C:1]([c:2]1[cH:3][cH:4][cH:5][cH:6][cH:7]1)([c:9]1[cH:10][c:11]2[c:12]([n:13]([CH2:17][CH2:18][O:19][c:20]3[cH:21][cH:22][c:23]([CH2:26][CH:27]([C:28](=[O:29])[O:30][CH3:31])[O:32][CH2:33][CH3:34])[cH:24][cH:25]3)[c:14](=[O:16])[s:15]2)[cH:35][cH:36]1)=[N:40][O:39][CH3:38].